This data is from the Open Reaction Database (ORD), a public repository of structured organic reaction records. The task is: describe an organic reaction: reactants, conditions, products, and yield Reactants: ClCCl, CCOC(=O)C(C(=O)OCC)C(C)c1ccc(NC(=O)OC(C)(C)C)nc1, CCO, [K+], [OH-]. Yields the product CCOC(=O)C(C(=O)O)C(C)c1ccc(NC(=O)OC(C)(C)C)nc1. RXN SMILES: [CH2:33]([Cl:34])[Cl:35].[CH2:3]([CH3:4])[O:5][C:6]([CH:7]([C:8](=[O:9])[O:10][CH2:11][CH3:12])[CH:13]([CH3:14])[c:15]1[cH:16][n:17][c:18]([NH:21][C:22](=[O:23])[O:24][C:25]([CH3:26])([CH3:27])[CH3:28])[cH:19][cH:20]1)=[O:29].[CH3:30][CH2:31][OH:32].[K+:2].[OH-:1]>>[CH2:3]([CH3:4])[O:5][C:6]([CH:7]([C:8](=[O:9])[OH:10])[CH:13]([CH3:14])[c:15]1[cH:16][n:17][c:18]([NH:21][C:22](=[O:23])[O:24][C:25]([CH3:26])([CH3:27])[CH3:28])[cH:19][cH:20]1)=[O:29]. Reactants: Cl.C(C1=CC=CC=C1)N1CC2=C(C=CC=C2CC1)C1=CC=CC=C1 (2-benzyl-8-phenyl-1,2,3,4-tetrahydroisoquinoline hydrochloride). The reagents and catalysts are [Pd] (palladium-on-carbon). The solvent is C(C)O (ethanol). Reaction conditions: time 6 hour. The product is Cl.C1(=CC=CC=C1)C=1C=CC=C2CCNCC12 (8-phenyl-1,2,3,4-tetrahydroisoquinoline hydrochloride). RXN SMILES: [ClH:1].C([N:9]1[CH2:18][CH2:17][C:16]2[C:11](=[C:12]([C:19]3[CH:24]=[CH:23][CH:22]=[CH:21][CH:20]=3)[CH:13]=[CH:14][CH:15]=2)[CH2:10]1)C1C=CC=CC=1>[Pd].C(O)C>[ClH:1].[C:19]1([C:12]2[CH:13]=[CH:14][CH:15]=[C:16]3[C:11]=2[CH2:10][NH:9][CH2:18][CH2:17]3)[CH:20]=[CH:21][CH:22]=[CH:23][CH:24]=1 |f:0.1,4.5|. Reported procedure: A mixture of 6.20 parts of 2-benzyl-8-phenyl-1,2,3,4-tetrahydroisoquinoline hydrochloride and 0.62 parts of 5% palladium-on-carbon catalyst in 100 parts by volume of ethanol is hydrogenated at 2 psi and ambient temperature for about 6 hours. The filtered reaction solution is concentrated to 75 parts by volume and after the addition of ether crystalline solid is formed. This solid is recrystallized from ethanol to yield 8-phenyl-1,2,3,4-tetrahydroisoquinoline hydrochloride, as white crystals melt... The reactants are COC(=O)CC1Nc2ccc(C(=O)O)cc2CN(C)C1=O, CNCc1cc2ccccc2n1C, CNCc1cc2ccccc2n1Cc1ccc(O)cc1, CN1Cc2cc(C(=O)O)ccc2NC(CO)C1=O. The product is CN(Cc1cc2ccccc2n1Cc1ccc(O)cc1)C(=O)c1ccc2c(c1)CN(C)C(=O)C(CO)N2. As a reaction SMILES: [C:52]([CH2:53][CH:54]1[C:55](=[O:56])[N:57]([CH3:58])[CH2:59][c:60]2[cH:61][c:62]([C:63]([OH:64])=[O:65])[cH:66][cH:67][c:68]2[NH:69]1)([O:70][CH3:71])=[O:72].[CH3:21][n:22]1[c:23]2[c:24]([cH:25][cH:26][cH:27][cH:28]2)[cH:29][c:30]1[CH2:31][NH:32][CH3:33].[OH:1][c:2]1[cH:3][cH:4][c:5]([CH2:6][n:7]2[c:8]([CH2:16][NH:17][CH3:18])[cH:9][c:10]3[cH:11][cH:12][cH:13][cH:14][c:15]23)[cH:19][cH:20]1.[OH:34][CH2:35][CH:36]1[NH:37][c:38]2[c:39]([cH:45][c:46]([C:49](=[O:50])[OH:51])[cH:47][cH:48]2)[CH2:40][N:41]([CH3:44])[C:42]1=[O:43]>>[OH:1][c:2]1[cH:3][cH:4][c:5]([CH2:6][n:7]2[c:8]([CH2:16][N:17]([CH3:18])[C:49]([c:46]3[cH:45][c:39]4[c:38]([cH:48][cH:47]3)[NH:37][CH:36]([CH2:35][OH:34])[C:42](=[O:43])[N:41]([CH3:44])[CH2:40]4)=[O:50])[cH:9][c:10]3[cH:11][cH:12][cH:13][cH:14][c:15]23)[cH:19][cH:20]1. Starting materials: CC(=O)O[BH-](OC(C)=O)OC(C)=O, O=C([O-])O, ClCCl, CC(=O)O, O=Cc1ccc([N+](=O)[O-])cc1, [Na+], [Na+], COc1ccc(-c2cc3ccccc3[nH]2)cc1N. Yields the product COc1ccc(-c2cc3ccccc3[nH]2)cc1NCc1ccc([N+](=O)[O-])cc1. Reaction SMILES: [C:30]([O:31][BH-:32]([O:33][C:34](=[O:35])[CH3:36])[O:37][C:38](=[O:39])[CH3:40])(=[O:41])[CH3:42].[C:44](=[O:45])([OH:46])[O-:47].[CH2:49]([Cl:50])[Cl:51].[CH3:52][C:53](=[O:54])[OH:55].[N+:1](=[O:2])([O-:3])[c:4]1[cH:5][cH:6][c:7]([CH:8]=[O:9])[cH:10][cH:11]1.[Na+:43].[Na+:48].[nH:12]1[c:13](-[c:21]2[cH:22][cH:23][c:24]([O:28][CH3:29])[c:25]([NH2:27])[cH:26]2)[cH:14][c:15]2[cH:16][cH:17][cH:18][cH:19][c:20]12>>[N+:1](=[O:2])([O-:3])[c:4]1[cH:5][cH:6][c:7]([CH2:8][NH:27][c:25]2[c:24]([O:28][CH3:29])[cH:23][cH:22][c:21](-[c:13]3[nH:12][c:20]4[c:15]([cH:14]3)[cH:16][cH:17][cH:18][cH:19]4)[cH:26]2)[cH:10][cH:11]1. The reactants are C(C)(C)C1=C(C=O)C(=CC=C1)C (2-isopropyl-6-methylbenzaldehyd), [BH4-].[Na+] (sodium borohydride). The solvent is CO (methanol). Run at time 1 hour. The product is C(C)(C)C1=C(CO)C(=CC=C1)C (2-isopropyl-6-methylbenzylalcohol). Isolated yield 97.5%. Reaction SMILES: [CH:1]([C:4]1[CH:11]=[CH:10][CH:9]=[C:8]([CH3:12])[C:5]=1[CH:6]=[O:7])([CH3:3])[CH3:2].[BH4-].[Na+]>CO>[CH:1]([C:4]1[CH:11]=[CH:10][CH:9]=[C:8]([CH3:12])[C:5]=1[CH2:6][OH:7])([CH3:3])[CH3:2] |f:1.2|. Procedure: To a solution of 2-isopropyl-6-methylbenzaldehyd (1.75 g, 10.8 mmol) in methanol (15 ml) was added sodium borohydride (0.35 g, 9.5 mmol) and the mixture was stirred 1 h. at room temperature. The solvent was evaporated under reduced pressure and to the residue was added hexane and water. The organic layer was separated and evaporated under reduced pressure to give 1.73 g (98%) of the title compound as an oil. Reactants: [H-].[Na+] (sodium hydride), C[Si](C)(C)Cl (trimethylsilyl chloride), BrC1=C(NC(=C1Br)C(C(C(C(F)(F)F)(F)F)(F)F)O)C(C(C(C(F)(F)F)(F)F)(F)F)O (3,4-Dibromo-2,5-bis(2',2',3',3',4',4',4'-heptafluoro-1'-hydroxybutyl)pyrrole), [H][H] (hydrogen). Run in C1CCOC1 (THF), C1CCOC1 (THF). Conditions: time 8 hour. Yields the product FC(C(O[Si](C)(C)C)C1=C(NC=C1)C(C(C(C(F)(F)F)(F)F)(F)F)O[Si](C)(C)C)(C(C(F)(F)F)(F)F)F (bis(2',2',3',3',4',4',4'-heptafluoro-1'-trimethylsilyloxybutyl)pyrrole). Yield: 50.0%. Reaction SMILES: Br[C:2]1[C:6](Br)=[C:5]([CH:8]([OH:19])[C:9]([F:18])([F:17])[C:10]([F:16])([F:15])[C:11]([F:14])([F:13])[F:12])[NH:4][C:3]=1C(O)C(F)(F)C(F)(F)C(F)(F)F.[H-].[Na+].[H][H].[CH3:36][Si:37](Cl)([CH3:39])[CH3:38]>C1COCC1>[F:17][C:9]([F:18])([C:10]([F:15])([F:16])[C:11]([F:12])([F:13])[F:14])[CH:8]([C:6]1[CH:2]=[CH:3][NH:4][C:5]=1[CH:8]([O:19][Si:37]([CH3:39])([CH3:38])[CH3:36])[C:9]([F:17])([F:18])[C:10]([F:15])([F:16])[C:11]([F:12])([F:13])[F:14])[O:19][Si:37]([CH3:39])([CH3:38])[CH3:36] |f:1.2|. Procedure: 3,4-Dibromo-2,5-bis(2',2',3',3',4',4',4'-heptafluoro-1'-hydroxybutyl)pyrrole (1 mmol, 0.62 g) was dissolved in 25 ml of dry THF and transferred to a cooled (0° C.) suspension of sodium hydride (2.0 mmol, 0.048 g) in 100 mL of THF. When hydrogen evolution ceased (after 2 hours) trimethylsilyl chloride (2 mmol, 0.218 g) was added by syringe. The mixture was stirred at room temperature overnight before the solvent was removed in vacuo. The remaining residue was partitioned between 10% sodium bicarb... Starting materials: [N+](=O)([O-])C1=CC=C(C=C1)NN1C=NN=C1 (4-[N-(4-nitrophenyl)amino]-4H-1,2,4-triazole), BrCC1=CC=C(C(=O)OC)C=C1 (methyl 4-bromomethylbenzoate). The product is COC(=O)C1=CC=C(CN(C2=CC=C(C=C2)[N+](=O)[O-])N2C=NN=C2)C=C1 (4-[N-(4-methoxycarbonylbenzyl)-N-(4-nitrophenyl)-amino]-4H-1,2,4-triazole). As a reaction SMILES: [N+:1]([C:4]1[CH:9]=[CH:8][C:7]([NH:10][N:11]2[CH:15]=[N:14][N:13]=[CH:12]2)=[CH:6][CH:5]=1)([O-:3])=[O:2].Br[CH2:17][C:18]1[CH:27]=[CH:26][C:21]([C:22]([O:24][CH3:25])=[O:23])=[CH:20][CH:19]=1>>[CH3:25][O:24][C:22]([C:21]1[CH:26]=[CH:27][C:18]([CH2:17][N:10]([N:11]2[CH:15]=[N:14][N:13]=[CH:12]2)[C:7]2[CH:6]=[CH:5][C:4]([N+:1]([O-:3])=[O:2])=[CH:9][CH:8]=2)=[CH:19][CH:20]=1)=[O:23]. Procedure details: Starting Compounds: 4-[N-(4-nitrophenyl)amino]-4H-1,2,4-triazole and methyl 4-bromomethylbenzoate